From a dataset of the Open Reaction Database (ORD), a public repository of structured organic reaction records. describe an organic reaction: reactants, conditions, products, and yield Reactants: C(Cl)Cl (CH2Cl2), ClCC1=NC2=CC=C(C=C2C(=N1)N(C)C1=CC=C(C=C1)OC(C)C)[N+](=O)[O-] ((2-Chloromethyl-6-nitro-quinazolin-4-yl)-(4-isopropoxy-phenyl)-methyl-amine), ClC1=NC(=NC2=CC=C(C=C12)[N+](=O)[O-])CCl (4-chloro-2-chloromethyl-6-nitroquinazoline), C(C)(C)OC1=CC=C(C=C1)NC ((4-isopropoxy-phenyl)-methyl-amine). Reagents/catalysts: Cl (HCl). Run in CC(C)O (i-PrOH). Run at time 8 hour. Yields the product NCC1=NC2=CC=C(C=C2C(=N1)N(C)C1=CC=C(C=C1)OC(C)C)N (2-Aminomethyl-N4-(4-isopropoxy-phenyl)-N4-methyl-quinazoline-4,6-diamine). Isolated yield 71.0%. Reaction SMILES: Cl[CH2:2][C:3]1[N:12]=[C:11]([N:13]([C:15]2[CH:20]=[CH:19][C:18]([O:21][CH:22]([CH3:24])[CH3:23])=[CH:17][CH:16]=2)[CH3:14])[C:10]2[C:5](=[CH:6][CH:7]=[C:8]([N+:25]([O-])=O)[CH:9]=2)[N:4]=1.ClC1C2C(=CC=C([N+]([O-])=O)C=2)N=C(CCl)[N:30]=1.C(OC1C=CC(NC)=CC=1)(C)C.C(Cl)Cl>CC(O)C.Cl>[NH2:30][CH2:2][C:3]1[N:12]=[C:11]([N:13]([C:15]2[CH:20]=[CH:19][C:18]([O:21][CH:22]([CH3:24])[CH3:23])=[CH:17][CH:16]=2)[CH3:14])[C:10]2[C:5](=[CH:6][CH:7]=[C:8]([NH2:25])[CH:9]=2)[N:4]=1. Procedure: (2-Chloromethyl-6-nitro-quinazolin-4-yl)-(4-isopropoxy-phenyl)-methyl-amine: A suspension of 4-chloro-2-chloromethyl-6-nitroquinazoline (200 mg, 0.77 mmol) and (4-isopropoxy-phenyl)-methyl-amine (140 mg, 0.84 mmol) in i-PrOH (1.5 mL) was treated with HCl (12 M, 6 drops) and stirred at rt overnight. CH2Cl2 was added and the reaction washed with 5% NaOH, dried (MgSO4), filtered and concentrated. The residue was purified by gradient MPLC (SiO2, EtOAc/hexanes, 0-100%) to provide 203 mg (71%) of the ... Starting materials: C[Si](C1=CC(=CO1)CCC(=O)O)(C)C (3-(5-trimethylsilyl-3-furyl)propionic acid), FC1=C(C=C(C(=C1)F)F)CCCO (3-(2,4,5-trifluorophenyl)propan-1-ol), C1(CCCCC1)N=C=NC1CCCCC1 (1,3-dicyclohexylcarbodiimide). Reagents/catalysts: CN(C1=CC=NC=C1)C (4-dimethylaminopyridine). Run in ClCCl (dichloromethane). Conditions: time 17 hour. Yields the product FC1=C(C=C(C(=C1)F)F)CCCOC(CCC1=COC(=C1)[Si](C)(C)C)=O (3-(2,4,5-Trifluorophenyl)propyl-3-(5-trimethylsilyl-3-furyl)proprionate). RXN SMILES: [CH3:1][Si:2]([CH3:14])([CH3:13])[C:3]1[O:7][CH:6]=[C:5]([CH2:8][CH2:9][C:10]([OH:12])=[O:11])[CH:4]=1.[F:15][C:16]1[CH:21]=[C:20]([F:22])[C:19]([F:23])=[CH:18][C:17]=1[CH2:24][CH2:25][CH2:26]O.C1(N=C=NC2CCCCC2)CCCCC1>CN(C)C1C=CN=CC=1.ClCCl>[F:15][C:16]1[CH:21]=[C:20]([F:22])[C:19]([F:23])=[CH:18][C:17]=1[CH2:24][CH2:25][CH2:26][O:11][C:10](=[O:12])[CH2:9][CH2:8][C:5]1[CH:4]=[C:3]([Si:2]([CH3:1])([CH3:13])[CH3:14])[O:7][CH:6]=1. Procedure: A mixture of 3-(5-trimethylsilyl-3-furyl)propionic acid (61.3 mg, 0.29 mmol), 3-(2,4,5-trifluorophenyl)propan-1-ol (55 mg, 0.29 mmol), 1,3-dicyclohexylcarbodiimide (66 mg, 0.32 mmol) and 4-dimethylaminopyridine (10 mg) in dichloromethane (3 ml) was stirred at room temperature overnight (17 hours). Most of the solvent was evaporated and the residue was purified by preparative TLC (20×20 cm, 1000μ silica plate; developed with 10% ethyl ether/hexane). The title ester was obtained as a colorless oil... Reactants: BrC=1N=C(C=2N(C1)C=CN2)Br (6,8-dibromoimidazo[1,2-a]pyrazine), O (Water), [H-].[Na+] (Sodium hydride), N1C(=NC=C1)C1=CC=NC=C1 (4-(1H-Imidazol-2-yl)-pyridine). Run in CN(C)C=O (DMF), CN(C)C=O (N,N,-dimethylformamide). Run at time 0.5 hour. Yields the product BrC=1N=C(C=2N(C1)C=CN2)N2C(=NC=C2)C2=CC=NC=C2 (6-Bromo-8-(2-pyridin-4-yl-imidazol-1-yl)-imidazo[1,2-a]pyrazine). Yield: 43.4%. RXN SMILES: [H-].[Na+].[NH:3]1[CH:7]=[CH:6][N:5]=[C:4]1[C:8]1[CH:13]=[CH:12][N:11]=[CH:10][CH:9]=1.[Br:14][C:15]1[N:16]=[C:17](Br)[C:18]2[N:19]([CH:21]=[CH:22][N:23]=2)[CH:20]=1.O>CN(C=O)C>[Br:14][C:15]1[N:16]=[C:17]([N:3]2[CH:7]=[CH:6][N:5]=[C:4]2[C:8]2[CH:13]=[CH:12][N:11]=[CH:10][CH:9]=2)[C:18]2[N:19]([CH:21]=[CH:22][N:23]=2)[CH:20]=1 |f:0.1|. Procedure: Sodium hydride (NaH) (730 milligrams (mg) of a 95% dispersion in mineral oil) is added to a solution of 4-(1H-Imidazol-2-yl)-pyridine (4.0 g) in N,N,-dimethylformamide (DMF) (150 ml) and the mixture is stirred at room temperature (rt) for 0.5 hr. A solution of 6,8-dibromoimidazo[1,2-a]pyrazine (3) (7.63 g) in DMF (10 ml) is added. The mixture is stirred at room temperature (rt) for 16 hr. Water (50 ml) is added and the mixture is extracted with ethyl acetate (3×70 ml); extracts are washed with w... Reactants: CC(=O)NC(C)(C)c1ccc(CCl)cc1, c1ccc(N2CCNCC2)nc1. Product: CC(=O)NC(C)(C)c1ccc(CN2CCN(c3ccccn3)CC2)cc1. Reaction SMILES: [Cl:1][CH2:2][c:3]1[cH:4][cH:5][c:6]([C:9]([CH3:10])([CH3:11])[NH:12][C:13]([CH3:14])=[O:15])[cH:7][cH:8]1.[n:16]1[c:17]([N:22]2[CH2:23][CH2:24][NH:25][CH2:26][CH2:27]2)[cH:18][cH:19][cH:20][cH:21]1>>[CH2:2]([c:3]1[cH:4][cH:5][c:6]([C:9]([CH3:10])([CH3:11])[NH:12][C:13]([CH3:14])=[O:15])[cH:7][cH:8]1)[N:25]1[CH2:24][CH2:23][N:22]([c:17]2[n:16][cH:21][cH:20][cH:19][cH:18]2)[CH2:27][CH2:26]1. Starting materials: CC(=O)O, Cl, Cc1ccc(N)c(F)c1, O=N[O-], [Na+], O=S=O, O. The product is Cc1ccc(S(N)(=O)=O)c(F)c1. Reaction SMILES: [CH3:18][C:19](=[O:20])[OH:21].[ClH:10].[F:1][c:2]1[c:3]([NH2:4])[cH:5][cH:6][c:7]([CH3:9])[cH:8]1.[N:11]([O-:12])=[O:13].[Na+:14].[O:15]=[S:16]=[O:17].[OH2:22]>>[F:1][c:2]1[c:3]([S:16]([NH2:11])(=[O:15])=[O:17])[cH:5][cH:6][c:7]([CH3:9])[cH:8]1. Starting materials: COC(=O)CNC(=O)C=1C=2CC3=C(NC(C=4N3C=CN4)=O)C2C=CC1 (9-(methoxycarbonylmethylcarbamoyl)-5H,10H-imidazo[1,2-a]indeno[1,2-e]pyrazin-4-one), Cl (hydrochloric acid). Solvent: O1CCOCC1 (dioxane). Product: O=C1C=2N(C3=C(N1)C=1C=CC=C(C1C3)C(=O)NCC(=O)O)C=CN2 (N-[(4,5-dihydro-4-oxo-10H-imidazo[1,2-a]indeno[1,2-e]pyrazin-9-yl)carbonyl]glycine). Yield: 83.5%. Reaction SMILES: C[O:2][C:3]([CH2:5][NH:6][C:7]([C:9]1[C:10]2[CH2:11][C:12]3[N:17]4[CH:18]=[CH:19][N:20]=[C:16]4[C:15](=[O:21])[NH:14][C:13]=3[C:22]=2[CH:23]=[CH:24][CH:25]=1)=[O:8])=[O:4].Cl>O1CCOCC1>[O:21]=[C:15]1[NH:14][C:13]2[C:22]3[CH:23]=[CH:24][CH:25]=[C:9]([C:7]([NH:6][CH2:5][C:3]([OH:4])=[O:2])=[O:8])[C:10]=3[CH2:11][C:12]=2[N:17]2[CH:18]=[CH:19][N:20]=[C:16]12. Procedure details: A mixture of 1 g 9-(methoxycarbonylmethylcarbamoyl)-5H,10H-imidazo[1,2-a]indeno[1,2-e]pyrazin-4-one, 50 ml of dioxane and 15 ml of concentrated hydrochloric acid is heated at reflux for 24 hours. The reaction mixture is concentrated on a rotary evaporator, ethyl ether is added to the evaporation residue and filtration is carried out. The solid obtained is triturated in 20 ml of distilled water, filtered, washed with distilled water (20 ml) and then with ethyl ether and dried at 60° C. under vacu... Reactants: crude compound 5.5, C(CC)(=O)N1CCN(CC1)C1=C(C=C(C=C1)NC1=C(C=NC2=CC=C(C=C12)C=1C=NC2=CC=CC=C2C1)C(=O)O)C(F)(F)F (4′-(4-(4-propionylpiperazin-1-yl)-3(trifluoromethyl)phenylamino)-3,6′-biquinoline-3′-carboxylic acid), ClC(Cl)(OC(OC(Cl)(Cl)Cl)=O)Cl (triphosgene), CCN(C(C)C)C(C)C (DIEA). Run in C(Cl)Cl (CH2Cl2). Run at time 1 hour. Product: desired product 5.6, C(CC)(=O)N1CCN(CC1)C1=C(C=C(C=C1)N1C(OC(C=2C=NC=3C=CC(=CC3C21)C=2C=NC1=CC=CC=C1C2)=O)=O)C(F)(F)F (1-(4-(4-propionylpiperazin-1-yl)-3-(trifluoromethyl)phenyl)-9-(quinolin-3-yl)-1H-[1,3]oxazino[5,4-c]quinoline-2,4-dione). Yield: 6.3%. RXN SMILES: [C:1]([N:5]1[CH2:10][CH2:9][N:8]([C:11]2[CH:16]=[CH:15][C:14]([NH:17][C:18]3[C:27]4[C:22](=[CH:23][CH:24]=[C:25]([C:28]5[CH:29]=[N:30][C:31]6[C:36]([CH:37]=5)=[CH:35][CH:34]=[CH:33][CH:32]=6)[CH:26]=4)[N:21]=[CH:20][C:19]=3[C:38]([OH:40])=[O:39])=[CH:13][C:12]=2[C:41]([F:44])([F:43])[F:42])[CH2:7][CH2:6]1)(=[O:4])[CH2:2][CH3:3].Cl[C:46](Cl)([O:48]C(=O)OC(Cl)(Cl)Cl)Cl.CCN(C(C)C)C(C)C>C(Cl)Cl>[C:1]([N:5]1[CH2:6][CH2:7][N:8]([C:11]2[CH:16]=[CH:15][C:14]([N:17]3[C:18]4[C:27]5[CH:26]=[C:25]([C:28]6[CH:29]=[N:30][C:31]7[C:36]([CH:37]=6)=[CH:35][CH:34]=[CH:33][CH:32]=7)[CH:24]=[CH:23][C:22]=5[N:21]=[CH:20][C:19]=4[C:38](=[O:40])[O:39][C:46]3=[O:48])=[CH:13][C:12]=2[C:41]([F:42])([F:43])[F:44])[CH2:9][CH2:10]1)(=[O:4])[CH2:2][CH3:3]. Procedure: The crude compound 5.5 4′-(4-(4-propionylpiperazin-1-yl)-3(trifluoromethyl)phenylamino)-3,6′-biquinoline-3′-carboxylic acid (20 mg, 0.033 mmol, 1 equiv.) in CH2Cl2 (3 mL) at 0° C. was added triphosgene (10 mg, 0.033 mmol, 1 equiv.) and DIEA (17 μL, 0.1 mmol, 3 equiv.). The resulting solution was warmed to room temperature in 3 hours and further stirred for 1 hour before being quenched with NaHCO3 (sat. 1 mL) and extracted with CH2Cl2 (5 mL×2). The organic phase was dried over Na2SO4 and the resi... Starting materials: Cl.C(N)(=O)C=1C=C(C=CC1)NCC(=O)NCCC1=CC(=C(C=C1)OC)OC (2-(3-carbamoylphenylamino)-N-(3,4-dimethoxyphenethyl)acetamide hydrochloride), Cl (hydrochloride). Run in O (water). Conditions: time 8 hour. The product is O.O.O.C(N)(=O)C=1C=C(C=CC1)NCC(=O)NCCC1=CC(=C(C=C1)OC)OC (2-(3-carbamoylphenylamino)-N-(3,4-dimethoxyphenethyl)acetamide trihydrate). Isolated yield 321.6%. As a reaction SMILES: Cl.[C:2]([C:5]1[CH:6]=[C:7]([NH:11][CH2:12][C:13]([NH:15][CH2:16][CH2:17][C:18]2[CH:23]=[CH:22][C:21]([O:24][CH3:25])=[C:20]([O:26][CH3:27])[CH:19]=2)=[O:14])[CH:8]=[CH:9][CH:10]=1)(=[O:4])[NH2:3].Cl>O>[OH2:4].[OH2:4].[OH2:4].[C:2]([C:5]1[CH:6]=[C:7]([NH:11][CH2:12][C:13]([NH:15][CH2:16][CH2:17][C:18]2[CH:23]=[CH:22][C:21]([O:24][CH3:25])=[C:20]([O:26][CH3:27])[CH:19]=2)=[O:14])[CH:8]=[CH:9][CH:10]=1)(=[O:4])[NH2:3] |f:0.1,4.5.6.7|. Procedure: To 5.0 g of 2-(3-carbamoylphenylamino)-N-(3,4-dimethoxyphenethyl)acetamide hydrochloride was added 500 ml of water heated at 55° to 60° C. and the mixture was stirred while heating at the same temperature until the hydrochloride completely dissolved. After allowing the mixture to stand overnight, the crystals precipitated were collected by filtration, washed with water and air-dried by allowing to stand at room temperature for 10 days to obtain 4.2 g of 2-(3-carbamoylphenylamino)-N-(3,4-dimethox...